From a dataset of the Open Reaction Database (ORD), a public repository of structured organic reaction records. describe an organic reaction: reactants, conditions, products, and yield Starting materials: Example 9, acid chloride, N (ammonia), FC=1C=C(C(=O)O)C=CC1C1OCC(CO1)CCCCC (3-fluoro-4-(5-pentyl-1,3-dioxan-2-yl)-benzoic acid), O=S(Cl)Cl (SOCl2). Conditions: temperature 20 celsius, time 4 hour. The product is FC=1C=C(C#N)C=CC1C1OCC(CO1)CCCCC (3-fluoro-4-(5-pentyl-1,3-dioxan-2-yl)-benzonitrile). Reaction SMILES: [F:1][C:2]1[CH:3]=[C:4]([CH:8]=[CH:9][C:10]=1[CH:11]1[O:16][CH2:15][CH:14]([CH2:17][CH2:18][CH2:19][CH2:20][CH3:21])[CH2:13][O:12]1)[C:5](O)=O.O=S(Cl)Cl.[NH3:26]>>[F:1][C:2]1[CH:3]=[C:4]([CH:8]=[CH:9][C:10]=1[CH:11]1[O:16][CH2:15][CH:14]([CH2:17][CH2:18][CH2:19][CH2:20][CH3:21])[CH2:13][O:12]1)[C:5]#[N:26]. Reported procedure: As described in Example 9 4.44 gms. of 3-fluoro-4-(5-pentyl-1,3-dioxan-2-yl)-benzoic acid are converted by SOCl2 into the acid chloride. After removing excess SOCl2 the residue obtained is added to aqueous ammonia and stirred for 4 hours at 20° C. The precipitated acid amide is filtrated by suction and dried. For conversion into the nitrile it is dissolved in 50 ml of pyridine and 10 ml of POCl3, then stirred at 20° C. for 20 hours and evaporated. Thus 3-fluoro-4-(5-pentyl-1,3-dioxan-2-yl)-benzo... The reactants are O (water), FC1=NC=CC(=N1)N1C(OC[C@@H]1C(C)C)=O ((S)-3-(2-fluoropyrimidin-4-yl)-4-isopropyloxazolidin-2-one), FC1=C(C=C(C=C1)C=1C=NC(=NC1)C(C)N)C (1-(5-(4-fluoro-3-methylphenyl)pyrimidin-2-yl)ethanamine), C(C)(C)N(CC)C(C)C (diisopropylethylamine). Solvent: CS(=O)C (DMSO). Product: FC1=C(C=C(C=C1)C=1C=NC(=NC1)C(C)NC1=NC=CC(=N1)N1C(OC[C@@H]1C(C)C)=O)C ((S)-3-(2-(1-(5-(4-fluoro-3-methylphenyl)pyrimidin-2-yl)ethylamino) pyrimidin-4-yl)-4-isopropyloxazolidin-2-one). The yield is 27.4%. Reaction SMILES: F[C:2]1[N:7]=[C:6]([N:8]2[C@@H:12]([CH:13]([CH3:15])[CH3:14])[CH2:11][O:10][C:9]2=[O:16])[CH:5]=[CH:4][N:3]=1.[F:17][C:18]1[CH:23]=[CH:22][C:21]([C:24]2[CH:25]=[N:26][C:27]([CH:30]([NH2:32])[CH3:31])=[N:28][CH:29]=2)=[CH:20][C:19]=1[CH3:33].C(N(C(C)C)CC)(C)C.O>CS(C)=O>[F:17][C:18]1[CH:23]=[CH:22][C:21]([C:24]2[CH:29]=[N:28][C:27]([CH:30]([NH:32][C:2]3[N:7]=[C:6]([N:8]4[C@@H:12]([CH:13]([CH3:15])[CH3:14])[CH2:11][O:10][C:9]4=[O:16])[CH:5]=[CH:4][N:3]=3)[CH3:31])=[N:26][CH:25]=2)=[CH:20][C:19]=1[CH3:33]. Reported procedure: A solution of (S)-3-(2-fluoropyrimidin-4-yl)-4-isopropyloxazolidin-2-one (1055 mg, 4.68 mmol), 1-(5-(4-fluoro-3-methylphenyl)pyrimidin-2-yl)ethanamine (1300 mg, 5.62 mmol, 1.2 equiv) and diisopropylethylamine (908 mg, 7.03 mmol, 1.5 equiv) in DMSO (20 mL) was heated at 110° C. for 1 h. The reaction mixture was poured into water (60 mL) and extracted with EtOAc (2×50 mL). Combined organics were washed with water (40 mL), brine (40 mL), dried over Na2SO4, filtered and concentrated directly onto si... Reactants: Fc1ccc(Br)c2ccccc12, CC(C)(C)OC(=O)N1CCNCC1, CC(=O)[O-], CC(=O)[O-], CC(C)(C)[O-], Cc1ccccc1, c1ccc(-c2ccccc2P(C2CCCCC2)C2CCCCC2)cc1, [Na+], [Pd+2]. Product: CC(C)(C)OC(=O)N1CCN(c2ccc(F)c3ccccc23)CC1. RXN SMILES: [Br:26][c:27]1[cH:28][cH:29][c:30]([F:37])[c:31]2[cH:32][cH:33][cH:34][cH:35][c:36]12.[C:38](=[O:39])([O:40][C:41]([CH3:42])([CH3:43])[CH3:44])[N:45]1[CH2:46][CH2:47][NH:48][CH2:49][CH2:50]1.[C:64]([O-:65])(=[O:66])[CH3:67].[C:69]([O-:70])(=[O:71])[CH3:72].[CH3:51][C:52]([CH3:53])([O-:54])[CH3:55].[CH3:57][c:58]1[cH:59][cH:60][cH:61][cH:62][cH:63]1.[CH:1]1([P:2]([c:3]2[cH:4][cH:5][cH:6][cH:7][c:8]2-[c:9]2[cH:10][cH:11][cH:12][cH:13][cH:14]2)[CH:15]2[CH2:16][CH2:17][CH2:18][CH2:19][CH2:20]2)[CH2:21][CH2:22][CH2:23][CH2:24][CH2:25]1.[Na+:56].[Pd+2:68]>>[c:27]1([N:48]2[CH2:47][CH2:46][N:45]([C:38](=[O:39])[O:40][C:41]([CH3:42])([CH3:43])[CH3:44])[CH2:50][CH2:49]2)[cH:28][cH:29][c:30]([F:37])[c:31]2[cH:32][cH:33][cH:34][cH:35][c:36]12. Starting materials: S1N=C(C2=C1C=CC=C2)NCCN (N1-(Benzo [d]isothiazol-3-yl)ethane-1,2-diamine), C(C)(C)N(CC)C(C)C (diisopropylethylamine), ClC1=CC=C(C(=O)Cl)C=C1 (4-chlorobenzoyl chloride). Solvent: ClCCl (dichloromethane), ClCCl (dichloromethane). Conditions: time 2 hour. Yields the product S1N=C(C2=C1C=CC=C2)NCCNC(C2=CC=C(C=C2)Cl)=O (N-(2-(benzo[d]isothiazol-3-ylamino)ethyl)-4-chlorobenzamide). Reaction SMILES: [S:1]1[C:5]2[CH:6]=[CH:7][CH:8]=[CH:9][C:4]=2[C:3]([NH:10][CH2:11][CH2:12][NH2:13])=[N:2]1.C(N(C(C)C)CC)(C)C.[Cl:23][C:24]1[CH:32]=[CH:31][C:27]([C:28](Cl)=[O:29])=[CH:26][CH:25]=1>ClCCl>[S:1]1[C:5]2[CH:6]=[CH:7][CH:8]=[CH:9][C:4]=2[C:3]([NH:10][CH2:11][CH2:12][NH:13][C:28](=[O:29])[C:27]2[CH:31]=[CH:32][C:24]([Cl:23])=[CH:25][CH:26]=2)=[N:2]1. Reported procedure: N1-(Benzo [d]isothiazol-3-yl)ethane-1,2-diamine (50 mg, 0.26 mmol) was dissolved in anhydrous dichloromethane (5 mL) with diisopropylethylamine (50 μL, 0.28 mmol). The solution was cooled on an ice-water bath and then a solution of 4-chlorobenzoyl chloride (36 μL, 0.28 mmol) in dichloromethane (0.5 mL) was added dropwise. The reaction mixture was allowed to stir for 2 h while warming to room temperature. The solution was washed with water, then dried over anhydrous sodium sulfate, filtered and t... The reactants are C(C)OC(C(C)(C)OC1=CC=C(C=C1)OCCC=1N=C(OC1C)C1=CC=C(C=C1)Br)=O (2-(4-{2-[2-(4-bromophenyl)-5-methyloxazol-4-yl]ethoxy}phenoxy)-2-methyl propionic acid ethyl ester), FC(C1=CC=C(C=C1)B(O)O)(F)F (4-trifluoromethylphenyl boronic acid), C1(=CC=CC=C1)C (toluene), C([O-])([O-])=O.[Na+].[Na+] (sodium carbonate), solution. The solvent is C(C)O (ethanol). The product is C(C)OC(C(C)(C)OC1=CC=C(C=C1)OCCC=1N=C(OC1C)C1=CC=C(C=C1)C1=CC=C(C=C1)C(F)(F)F)=O (2-(4-{2-[2-(4′-trifluoromethylbiphenyl-4-yl)-5-methyloxazol-4-yl]ethoxy}phenoxy)-2-methylpropionic acid ethyl ester). Reaction SMILES: [CH2:1]([O:3][C:4](=[O:31])[C:5]([O:8][C:9]1[CH:14]=[CH:13][C:12]([O:15][CH2:16][CH2:17][C:18]2[N:19]=[C:20]([C:24]3[CH:29]=[CH:28][C:27](Br)=[CH:26][CH:25]=3)[O:21][C:22]=2[CH3:23])=[CH:11][CH:10]=1)([CH3:7])[CH3:6])[CH3:2].[F:32][C:33]([F:44])([F:43])[C:34]1[CH:39]=[CH:38][C:37](B(O)O)=[CH:36][CH:35]=1.C1(C)C=CC=CC=1.C(=O)([O-])[O-].[Na+].[Na+]>C(O)C>[CH2:1]([O:3][C:4](=[O:31])[C:5]([O:8][C:9]1[CH:14]=[CH:13][C:12]([O:15][CH2:16][CH2:17][C:18]2[N:19]=[C:20]([C:24]3[CH:29]=[CH:28][C:27]([C:37]4[CH:38]=[CH:39][C:34]([C:33]([F:44])([F:43])[F:32])=[CH:35][CH:36]=4)=[CH:26][CH:25]=3)[O:21][C:22]=2[CH3:23])=[CH:11][CH:10]=1)([CH3:7])[CH3:6])[CH3:2] |f:3.4.5|. Procedure details: To a 25 mL round-bottomed flask equipped for magnetic stirring and fitted with a reflux condenser was added 2-(4-{2-[2-(4-bromophenyl)-5-methyloxazol-4-yl]ethoxy}phenoxy)-2-methyl propionic acid ethyl ester (0.410 mmoles, 200 mg) (see Ex. 2, Part B), 4-trifluoromethylphenyl boronic acid (0.451 mmoles), toluene (5 mL), ethanol (5 mL), and sodium carbonate (0.819 mmoles, 0.410 mL of a 2M solution). This mixture was vacuum degassed and nitrogen was added in at a positive pressure. Pd(PPh3)4 (cataly... Reactants: C(CCC)[Li] (n-Butyllithium), C1(CC1)C#C (cyclopropyl acetylene), ClC1=CC(=C(C=C1)NC(=O)[C@]12OC([C@](CC1)(C2(C)C)C)=O)C(C(F)(F)F)=O ((1S,4R)-N-(4-chloro-2-(2,2,2-trifluoroacetyl)phenyl)-4,7,7-trimethyl-3-oxo-2-ox abicyclo[2.2.1]heptane-1-carboxamide). Run in O1CCCC1 (tetrahydrofuran). Reaction conditions: time 0.5 hour. The product is ClC1=CC(=C(C=C1)NC(=O)[C@]12OC([C@](CC1)(C2(C)C)C)=O)[C@](C(F)(F)F)(C#CC2CC2)O ((1S,4R)-N-(4-chloro-2-((S)-4-cyclopropyl-1,1,1-trifluoro-2-hydroxybut 3-yn-2-yl)phenyl)-4,7,7-trimethyl-3-oxo-2-oxabicyclo[2.2.1]heptane-1-carboxamide). RXN SMILES: C([Li])CCC.[CH:6]1([C:9]#[CH:10])[CH2:8][CH2:7]1.[Cl:11][C:12]1[CH:17]=[CH:16][C:15]([NH:18][C:19]([C@@:21]23[C:27]([CH3:29])([CH3:28])[C@@:24]([CH3:30])([CH2:25][CH2:26]2)[C:23](=[O:31])[O:22]3)=[O:20])=[C:14]([C:32](=[O:37])[C:33]([F:36])([F:35])[F:34])[CH:13]=1>O1CCCC1>[Cl:11][C:12]1[CH:17]=[CH:16][C:15]([NH:18][C:19]([C@@:21]23[C:27]([CH3:28])([CH3:29])[C@@:24]([CH3:30])([CH2:25][CH2:26]2)[C:23](=[O:31])[O:22]3)=[O:20])=[C:14]([C@@:32]([OH:37])([C:10]#[C:9][CH:6]2[CH2:8][CH2:7]2)[C:33]([F:34])([F:35])[F:36])[CH:13]=1. Procedure details: 2.5 M n-Butyllithium (14.8 mL, 37.16 mmol) was added slowly to a solution of cyclopropyl acetylene (2.46 g, 37.16 mmol) in tetrahydrofuran (20 mL) in an ice-salt-bath under argon, and then (1S,4R)-N-(4-chloro-2-(2,2,2-trifluoroacetyl)phenyl)-4,7,7-trimethyl-3-oxo-2-oxabicyclo[2.2.1]heptane-1-carboxamide(9, 5 g, 12.39 mmol) was added. The reaction mixture was stirred for 0.5 hour. The reaction was quenched with 10% citric acid aqueous, the mixture was extracted with ethyl acetate and the two laye...